Dataset: the Open Reaction Database (ORD), a public repository of structured organic reaction records. Task: describe an organic reaction: reactants, conditions, products, and yield The reactants are [H-].[Al+3].[Li+].[H-].[H-].[H-] (lithium aluminum hydride), O (water), [OH-].[Na+] (sodium hydroxide), O (water), 4-[, [H-].[Al+3].[Li+].[H-].[H-].[H-] (lithium aluminum hydride), FC1=CC=C(C=C1)C1C(C(N(C1)CC1=CC=CC=C1)=O)(CO)C1=CC=C(C=C1)F (bis(4-fluorophenyl)hydroxymethyl-1-(phenylmethyl)-2-pyrrolidinone). The solvent is O1CCCC1 (tetrahydrofuran), O1CCCC1 (tetrahydrofuran). Conditions: time 8 hour. Yields the product FC1=CC=C(C=C1)C(O)(C1CN(CC1)CC1=CC=CC=C1)C1=CC=C(C=C1)F (α,α-Bis(4-fluorophenyl)-1-(phenylmethyl)-3-pyrrolidinemethanol). Yield: 81.0%. RXN SMILES: [H-].[Al+3].[Li+].[H-].[H-].[H-].[F:7][C:8]1[CH:13]=[CH:12][C:11]([CH:14]2[CH2:18][N:17]([CH2:19][C:20]3[CH:25]=[CH:24][CH:23]=[CH:22][CH:21]=3)[C:16](=O)[C:15]2(C2C=CC(F)=CC=2)[CH2:27]O)=[CH:10][CH:9]=1.[OH2:36].[OH-].[Na+]>O1CCCC1>[F:7][C:8]1[CH:13]=[CH:12][C:11]([C:14]([C:11]2[CH:10]=[CH:9][C:8]([F:7])=[CH:13][CH:12]=2)([CH:15]2[CH2:27][CH2:18][N:17]([CH2:19][C:20]3[CH:21]=[CH:22][CH:23]=[CH:24][CH:25]=3)[CH2:16]2)[OH:36])=[CH:10][CH:9]=1 |f:0.1.2.3.4.5,8.9|. Reported procedure: To a stirred slurry of 7.6 g (0.02 mole) of lithium aluminum hydride in 150 ml of freshly distilled tetrahydrofuran was added dropwise, over a 45 min period, a solution of 38.5 g (0.098 mole) of 4-[bis(4-fluorophenyl)hydroxymethyl-1-(phenylmethyl)-2-pyrrolidinone in 150 ml of tetrahydrofuran. After the addition was complete, the mixture was heated at reflux for 2 hr and then let stir at ambient temperature overnight. The excess lithium aluminum hydride was decomposed by the successive addition o... Reactants: ClC1=CC(=CC=C1)C(=O)OO (m-chloroperbenzoic acid), CSC1=NC2=C(N1)C=C1C=CC=CC1=C2 (2-(methylthio)-1H-naphth[2,3-d]imidazole). Solvent: C(Cl)Cl (methylenechloride), C(Cl)Cl (methylenechloride). Run at time 90 minute. Product: CS(=O)C1=NC2=C(N1)C=C1C=CC=CC1=C2 (2-(methylsulphinyl)-1H-naphth[2,3-d]imidazole). Isolated yield 49.8%. As a reaction SMILES: ClC1C=CC=C(C(OO)=[O:9])C=1.[CH3:12][S:13][C:14]1[NH:18][C:17]2[CH:19]=[C:20]3[C:25](=[CH:26][C:16]=2[N:15]=1)[CH:24]=[CH:23][CH:22]=[CH:21]3>C(Cl)Cl>[CH3:12][S:13]([C:14]1[NH:15][C:16]2[CH:26]=[C:25]3[C:20](=[CH:19][C:17]=2[N:18]=1)[CH:21]=[CH:22][CH:23]=[CH:24]3)=[O:9]. Procedure details: A solution of 4.2 g of m-chloroperbenzoic acid in 100 ml of methylenechloride was added dropwise at 0°-5° to 4.3 g of 2-(methylthio)-1H-naphth[2,3-d]imidazole in 500 ml of methylenechloride. The reaction solution was stirred for 90 minutes at 0°, washed twice with aqueous potassium bicarbonate solution and once with saturated sodium chloride solution, dried over magnesium sulphate, and concentrated by evaporation on a rotary evaporator. Crystallisation from acetonitrile gave 2.3 g of 2-(methylsu... Reactants: ClC1=CC(=C(C(=C1)NCCN(CC)CC)[N+](=O)[O-])NCCN(CC)CC (4-chloro-2-(β-diethylaminoethyl)amino-6-(β-diethylaminoethyl)aminonitrobenzene), Cl (hydrochloric acid), C(C)(=O)O (acetic acid), C(=O)O (formic acid). The reagents and catalysts are [Pd] (palladium). Run in C(C)N(CC)CC (triethylamine), C(C)O (ethanol), O (water). Yields the product Cl.Cl.C(C)N(CCNC1=C(C(=CC=C1)NCCN(CC)CC)[N+](=O)[O-])CC (2-(β-diethylaminoethyl)amino-6-(β-diethylaminoethyl)aminonitrobenzene dihydrochloride). As a reaction SMILES: [Cl:1][C:2]1[CH:7]=[C:6]([NH:8][CH2:9][CH2:10][N:11]([CH2:14][CH3:15])[CH2:12][CH3:13])[C:5]([N+:16]([O-:18])=[O:17])=[C:4]([NH:19][CH2:20][CH2:21][N:22]([CH2:25][CH3:26])[CH2:23][CH3:24])[CH:3]=1.C(O)(=O)C.C(O)=O.[ClH:34]>C(N(CC)CC)C.O.C(O)C.[Pd]>[ClH:1].[ClH:34].[CH2:14]([N:11]([CH2:12][CH3:13])[CH2:10][CH2:9][NH:8][C:6]1[CH:7]=[CH:2][CH:3]=[C:4]([NH:19][CH2:20][CH2:21][N:22]([CH2:25][CH3:26])[CH2:23][CH3:24])[C:5]=1[N+:16]([O-:18])=[O:17])[CH3:15] |f:8.9.10|. Reported procedure: 300 mg of palladium at a concentration of 10% on calcium carbonate are added to 0.015 mole (5.8 g) of 4-chloro-2-(β-diethylaminoethyl)amino-6-(β-diethylaminoethyl)aminonitrobenzene in 11.1 ml of triethylamine, after which 2.86 ml of acetic acid and 2.1 ml of formic acid are added dropwise. After the end of the additions, the materials are heated under reflux for 3 hours 30 minutes. The reaction mixture is diluted with 10 ml of water. The catalyst is removed by hot filtration. The filtrate is eva... Reactants: C(C)OC(=O)[C@H]1NC[C@H](C1)NC(CCCCC(C1=CC=C(C=C1)F)C1=CC=C(C=C1)F)=O ((2S,4S)-4-[6,6-Bis-(4-fluoro-phenyl)-hexanoylamino]-pyrrolidine-2-carboxylic acid ethyl ester), C(C)(C)(C)C=1C=C(C(=O)O)C=C(C1OC)C(C)(C)C (3,5-di-tert-butyl-4-methoxy benzoic acid), C(CCl)Cl (EDC). The reagents and catalysts are CN(C)C=1C=CN=CC1 (DMAP). Solvent: C(Cl)Cl (CH2Cl2). Reaction conditions: time 8 hour. Product: C(C)OC(=O)[C@H]1N(C[C@H](C1)NC(CCCCC(C1=CC=C(C=C1)F)C1=CC=C(C=C1)F)=O)C(C1=CC(=C(C(=C1)C(C)(C)C)OC)C(C)(C)C)=O ((2S,4S)-4-[6,6-Bis-(4-fluoro-phenyl)-hexanoylamino]-1-(3,5-di-tert-butyl-4-methoxy-benzoyl)-pyrrolidine-2-carboxylic acid ethyl ester). Isolated yield 75.7%. Reaction SMILES: [CH2:1]([O:3][C:4]([C@@H:6]1[CH2:10][C@H:9]([NH:11][C:12](=[O:32])[CH2:13][CH2:14][CH2:15][CH2:16][CH:17]([C:25]2[CH:30]=[CH:29][C:28]([F:31])=[CH:27][CH:26]=2)[C:18]2[CH:23]=[CH:22][C:21]([F:24])=[CH:20][CH:19]=2)[CH2:8][NH:7]1)=[O:5])[CH3:2].[C:33]([C:37]1[CH:38]=[C:39]([CH:43]=[C:44]([C:48]([CH3:51])([CH3:50])[CH3:49])[C:45]=1[O:46][CH3:47])[C:40](O)=[O:41])([CH3:36])([CH3:35])[CH3:34].C(Cl)CCl>C(Cl)Cl.CN(C1C=CN=CC=1)C>[CH2:1]([O:3][C:4]([C@@H:6]1[CH2:10][C@H:9]([NH:11][C:12](=[O:32])[CH2:13][CH2:14][CH2:15][CH2:16][CH:17]([C:18]2[CH:19]=[CH:20][C:21]([F:24])=[CH:22][CH:23]=2)[C:25]2[CH:30]=[CH:29][C:28]([F:31])=[CH:27][CH:26]=2)[CH2:8][N:7]1[C:40](=[O:41])[C:39]1[CH:43]=[C:44]([C:48]([CH3:49])([CH3:50])[CH3:51])[C:45]([O:46][CH3:47])=[C:37]([C:33]([CH3:36])([CH3:35])[CH3:34])[CH:38]=1)=[O:5])[CH3:2]. Reported procedure: To the solution of (2S,4S)-4-[6,6-Bis-(4-fluoro-phenyl)-hexanoylamino]-pyrrolidine-2-carboxylic acid ethyl ester (32) (0.39 g, 0.88 mmol) in dry CH2Cl2 (20 ml) was added 3,5-di-tert-butyl-4-methoxy benzoic acid (0.23 g, 0.88 mmol). To the reaction was added EDC (0.34 g, 1.76 mmol) and DMAP (cat), and the reaction mixture stirred under nitrogen at room temperature overnight. The reaction was then concentrated under reduced pressure. The residue was dissolved in ethyl acetate: water (10:1) (150 ml... Reactants: CC=1C(=CC=2C(CCC(C2C1)(C)C)(C)C)B(O)O (3,5,5,8,8-pentamethyl-5,6,7,8-tetrahydro-2-naphthylboronic acid), CN1C(=CC(=C1)Br)C=O (N-methyl-4-bromo-2-pyrrolecarboxaldehyde). Procedure details: In a similar manner to Example 3(b), by reaction of 3 g (12.1 mmol) of 3,5,5,8,8-pentamethyl-5,6,7,8-tetrahydro-2-naphthylboronic acid with 1.9 g (10.1 mmol) of N-methyl-4-bromo-2-pyrrolecarboxaldehyde, 1.85 g (59%) of the expected product are obtained in the form of a pale yellow oil. Yields the product CN1C(=CC(=C1)C1=CC=2C(CCC(C2C=C1C)(C)C)(C)C)C=O (N-Methyl-4-(3,5,5,8,8-pentamethyl-5,6,7,8-tetrahydro-2-naphthyl)-2-pyrrolecarboxaldehyde). Reaction SMILES: [CH3:1][C:2]1[C:3](B(O)O)=[CH:4][C:5]2[C:6]([CH3:15])([CH3:14])[CH2:7][CH2:8][C:9]([CH3:13])([CH3:12])[C:10]=2[CH:11]=1.[CH3:19][N:20]1[CH:24]=[C:23](Br)[CH:22]=[C:21]1[CH:26]=[O:27]>>[CH3:19][N:20]1[CH:24]=[C:23]([C:3]2[C:2]([CH3:1])=[CH:11][C:10]3[C:9]([CH3:13])([CH3:12])[CH2:8][CH2:7][C:6]([CH3:15])([CH3:14])[C:5]=3[CH:4]=2)[CH:22]=[C:21]1[CH:26]=[O:27]. Yield: 59.2%. The product is O=C(CN1CCC(Cc2ccccc2)CC1)Nc1ccc(O)cc1. Reactants: BrB(Br)Br, COc1ccc(NC(=O)CN2CCC(Cc3ccccc3)CC2)cc1, ClCCl. RXN SMILES: [B:26]([Br:27])([Br:28])[Br:29].[CH2:1]([c:2]1[cH:3][cH:4][cH:5][cH:6][cH:7]1)[CH:8]1[CH2:9][CH2:10][N:11]([CH2:14][C:15](=[O:16])[NH:17][c:18]2[cH:19][cH:20][c:21]([O:24][CH3:25])[cH:22][cH:23]2)[CH2:12][CH2:13]1.[Cl:30][CH2:31][Cl:32]>>[CH2:1]([c:2]1[cH:3][cH:4][cH:5][cH:6][cH:7]1)[CH:8]1[CH2:9][CH2:10][N:11]([CH2:14][C:15](=[O:16])[NH:17][c:18]2[cH:19][cH:20][c:21]([OH:24])[cH:22][cH:23]2)[CH2:12][CH2:13]1. The reactants are FC(C=1C=C(C=C(C1)C(F)(F)F)CN([C@H]1CCCN(C2=C1C=C(C=C2C)C)C[C@@H]2CC[C@H](CC2)C(=O)O)C=2N=NN(N2)C)(F)F (Trans-4-[[(5S)-5-[[[3,5-bis(trifluoromethyl)phenyl]methyl](2-methyl-2H-tetrazol-5-yl)amino]-2,3,4,5-tetrahydro-7,9-dimethyl-1H-1-benzazepin-1-yl]methyl]-cyclohexanecarboxylic acid), C(C)(=O)O (acetic acid). The solvent is CCCCCCC (heptane), CCCCCCC (heptane). Reaction conditions: temperature 50 celsius. Yields the product C(C)(=O)O.FC(C=1C=C(C=C(C1)C(F)(F)F)CN([C@H]1CCCN(C2=C1C=C(C=C2C)C)C[C@@H]2CC[C@H](CC2)C(=O)O)C=2N=NN(N2)C)(F)F (Trans-4-[[(5S)-5-[[[3,5-bis(trifluoromethyl)phenyl]methyl](2-methyl-2H-tetrazol-5-yl)amino]-2,3,4,5-tetrahydro-7,9-dimethyl-1H-1-benzazepin-1-yl]methyl]-cyclohexanecarboxylic acid Acetic Acid). Reaction SMILES: [F:1][C:2]([F:45])([F:44])[C:3]1[CH:4]=[C:5]([CH2:13][N:14]([C:38]2[N:39]=[N:40][N:41]([CH3:43])[N:42]=2)[C@@H:15]2[C:21]3[CH:22]=[C:23]([CH3:27])[CH:24]=[C:25]([CH3:26])[C:20]=3[N:19]([CH2:28][C@H:29]3[CH2:34][CH2:33][C@H:32]([C:35]([OH:37])=[O:36])[CH2:31][CH2:30]3)[CH2:18][CH2:17][CH2:16]2)[CH:6]=[C:7]([C:9]([F:12])([F:11])[F:10])[CH:8]=1.C(O)(=O)C>CCCCCCC>[C:35]([OH:37])(=[O:36])[CH3:32].[F:12][C:9]([F:10])([F:11])[C:7]1[CH:6]=[C:5]([CH2:13][N:14]([C:38]2[N:39]=[N:40][N:41]([CH3:43])[N:42]=2)[C@@H:15]2[C:21]3[CH:22]=[C:23]([CH3:27])[CH:24]=[C:25]([CH3:26])[C:20]=3[N:19]([CH2:28][C@H:29]3[CH2:34][CH2:33][C@H:32]([C:35]([OH:37])=[O:36])[CH2:31][CH2:30]3)[CH2:18][CH2:17][CH2:16]2)[CH:4]=[C:3]([C:2]([F:1])([F:45])[F:44])[CH:8]=1 |f:3.4|. Procedure: Suspend Trans-4-[[(5S)-5-[[[3,5-bis(trifluoromethyl)phenyl]methyl](2-methyl-2H-tetrazol-5-yl)amino]-2,3,4,5-tetrahydro-7,9-dimethyl-1H-1-benzazepin-1-yl]methyl]-cyclohexanecarboxylic acid (1.5 grams) in 10 mL of heptane. Heat the suspension to 50° C. Add 1 mL of acetic acid, and the suspension becomes clear. Add 10 ml more of heptane and cool to room temperature. Isolate the solid product by vacuum filtration and air-dry. The XRD spectrum was collected as described in Example 7. Table 3 below li... Procedure details: A THF solution (200 ml) containing t-butyl 4-bromobenzoate (19.9 g, 77.6 mmol), 4-chloroacetophenone (10 g, 64.7 mmol), Pd2dba3 (1.19 g, 1.29 mmol), BINAP (1.6 g, 2.58 mmol) and NaOtBu (8.7 g, 90.6 mmol) was refluxed under an argon atmosphere for approximately 5 hours. The solution was concentrated and then partitioned between EtOAc and water. The organic phase was washed with water, brine and dried over Na2SO4. The filtered solution was concentrated and the residue purified by silica gel chroma... The reagents and catalysts are C=1C=CC(=CC1)/C=C/C(=O)/C=C/C2=CC=CC=C2.C=1C=CC(=CC1)/C=C/C(=O)/C=C/C2=CC=CC=C2.C=1C=CC(=CC1)/C=C/C(=O)/C=C/C2=CC=CC=C2.[Pd].[Pd] (Pd2dba3). Run in C1CCOC1 (THF). The reactants are BrC1=CC=C(C(=O)OC(C)(C)C)C=C1 (t-butyl 4-bromobenzoate), CC(=O)C1=CC=C(C=C1)Cl (4-chloroacetophenone), C=1C=CC(=CC1)P(C=2C=CC=CC2)C3=CC=C4C=CC=CC4=C3C5=C6C=CC=CC6=CC=C5P(C=7C=CC=CC7)C=8C=CC=CC8 (BINAP), CC(C)(C)[O-].[Na+] (NaOtBu). Yields the product ClC1=CC=C(C=C1)C(CC1=CC=C(C(=O)OC(C)(C)C)C=C1)=O (tert-Butyl 4-[2-(4-chlorophenyl)-2-oxoethyl]benzoate). RXN SMILES: Br[C:2]1[CH:14]=[CH:13][C:5]([C:6]([O:8][C:9]([CH3:12])([CH3:11])[CH3:10])=[O:7])=[CH:4][CH:3]=1.[CH3:15][C:16]([C:18]1[CH:23]=[CH:22][C:21]([Cl:24])=[CH:20][CH:19]=1)=[O:17].C1C=CC(P(C2C(C3C(P(C4C=CC=CC=4)C4C=CC=CC=4)=CC=C4C=3C=CC=C4)=C3C(C=CC=C3)=CC=2)C2C=CC=CC=2)=CC=1.CC([O-])(C)C.[Na+]>C1C=CC(/C=C/C(/C=C/C2C=CC=CC=2)=O)=CC=1.C1C=CC(/C=C/C(/C=C/C2C=CC=CC=2)=O)=CC=1.C1C=CC(/C=C/C(/C=C/C2C=CC=CC=2)=O)=CC=1.[Pd].[Pd].C1COCC1>[Cl:24][C:21]1[CH:22]=[CH:23][C:18]([C:16](=[O:17])[CH2:15][C:2]2[CH:14]=[CH:13][C:5]([C:6]([O:8][C:9]([CH3:12])([CH3:11])[CH3:10])=[O:7])=[CH:4][CH:3]=2)=[CH:19][CH:20]=1 |f:3.4,5.6.7.8.9|.